From a dataset of the Open Reaction Database (ORD), a public repository of structured organic reaction records. describe an organic reaction: reactants, conditions, products, and yield The reactants are CCC(=O)Cl, ClCCl, O, c1ccncc1, COC(=O)N(CO)c1ccc(OCc2nc3ccccc3s2)cc1C. Yields the product CCC(=O)OCN(C(=O)OC)c1ccc(OCc2nc3ccccc3s2)cc1C. RXN SMILES: [C:7]([CH2:8][CH3:9])(=[O:10])[Cl:11].[CH2:38]([Cl:39])[Cl:40].[OH2:37].[cH:1]1[cH:2][cH:3][n:4][cH:5][cH:6]1.[s:12]1[c:13]([CH2:21][O:22][c:23]2[cH:24][c:25]([CH3:36])[c:26]([N:29]([C:30]([O:31][CH3:32])=[O:33])[CH2:34][OH:35])[cH:27][cH:28]2)[n:14][c:15]2[c:16]1[cH:17][cH:18][cH:19][cH:20]2>>[C:7]([CH2:8][CH3:9])(=[O:10])[O:35][CH2:34][N:29]([c:26]1[c:25]([CH3:36])[cH:24][c:23]([O:22][CH2:21][c:13]2[s:12][c:16]3[c:15]([n:14]2)[cH:20][cH:19][cH:18][cH:17]3)[cH:28][cH:27]1)[C:30]([O:31][CH3:32])=[O:33].